Dataset: the Open Reaction Database (ORD), a public repository of structured organic reaction records. Task: describe an organic reaction: reactants, conditions, products, and yield The reactants are FC1=C(N)C=CC=C1[N+](=O)[O-] (2-fluoro-3-nitroaniline), C(C)(=O)OC(C)=O (acetic anhydride). Run in N1=CC=CC=C1 (pyridine). Reaction conditions: time 16 hour. Product: FC1=C(C=CC=C1[N+](=O)[O-])NC(C)=O (N-(2-fluoro-3-nitrophenyl)acetamide). The yield is 33.3%. RXN SMILES: [F:1][C:2]1[C:8]([N+:9]([O-:11])=[O:10])=[CH:7][CH:6]=[CH:5][C:3]=1[NH2:4].[C:12](OC(=O)C)(=[O:14])[CH3:13]>N1C=CC=CC=1>[F:1][C:2]1[C:8]([N+:9]([O-:11])=[O:10])=[CH:7][CH:6]=[CH:5][C:3]=1[NH:4][C:12](=[O:14])[CH3:13]. Procedure details: To a solution (233 mL) of 2-fluoro-3-nitroaniline (18.2 g, 116 mol) in pyridine was added acetic anhydride (27.4 mL, 291 mmol) and the mixture was stirrred at room temperature for 16 hrs. The reaction solution was concentrated under reduced pressure and the obtained residue was treated with isopropyl ether to give the title compound (19.2 g) as a powder. Starting materials: NC1CN(CC1)CC1=CC=CC=C1 (3-Amino-1-benzylpyrrolidine), ClC=1C=CN2C(C(=CC=C2C1)C(=O)OCC)=O (Ethyl 8-chloro-4H-quinolizin-4-one-3-carboxylate), C(=O)(OC(C)(C)C)N[C@@H](CCC)C(=O)NC1CNCC1 (3-(N-Boc-norvalyl)aminopyrrolidine), C(C)(C)(C)OC(=O)N[C@@H](CCC)C(=O)O (N-t-butoxycarbonyl norvaline), ON1C(CCC1=O)=O (N-hydroxysuccinimide). The product is N[C@@H](CCC)C(=O)NC1CN(CC1)C=1C=CN2C(C(=CC=C2C1)C(=O)O)=O (8-(3-(N-Norvalyl)amino-pyrrolidinyl)-4H-quinolizin-4-one-3-carboxylic acid). RXN SMILES: NC1CCN(CC2C=CC=CC=2)C1.C(OC(N[C@H](C(O)=O)CCC)=O)(C)(C)C.ON1C(=O)CCC1=O.Cl[C:38]1[CH:39]=[CH:40][N:41]2[C:46]([CH:47]=1)=[CH:45][CH:44]=[C:43]([C:48]([O:50]CC)=[O:49])[C:42]2=[O:53].C([NH:61][C@H:62]([C:66]([NH:68][CH:69]1[CH2:73][CH2:72][NH:71][CH2:70]1)=[O:67])[CH2:63][CH2:64][CH3:65])(OC(C)(C)C)=O>>[NH2:61][C@H:62]([C:66]([NH:68][CH:69]1[CH2:73][CH2:72][N:71]([C:38]2[CH:39]=[CH:40][N:41]3[C:46]([CH:47]=2)=[CH:45][CH:44]=[C:43]([C:48]([OH:50])=[O:49])[C:42]3=[O:53])[CH2:70]1)=[O:67])[CH2:63][CH2:64][CH3:65]. Reported procedure: 3-Amino-1-benzylpyrrolidine (I. Sumio and T. Matsuo, Japanese Kokai JP 5328161, published Mar. 16, 1978) is coupled to N-t-butoxycarbonyl norvaline (Boc-nVal) using conventional N-hydroxysuccinimide coupling procedures. The 1-benzyl group is removed by hydrogenolysis in methanol using palladium on carbon catalyst. The 3-(N-Boc-norvalyl)aminopyrrolidine is then reacted with ethyl 8-chloro-4H-quinolizin-4-one-3-carboxylate, the product of Step 3 of Example 58, as described in Step 4 of Example 58,... The reactants are CCOC(=O)c1ccc(OC)cc1OCC, CCO, Cl, [K+], [OH-]. Yields the product CCOc1cc(OC)ccc1C(=O)O. As a reaction SMILES: [CH2:1]([CH3:2])[O:3][C:4]([c:5]1[c:6]([O:13][CH2:14][CH3:15])[cH:7][c:8]([O:11][CH3:12])[cH:9][cH:10]1)=[O:16].[CH3:20][CH2:21][OH:22].[ClH:19].[K+:18].[OH-:17]>>[O:3]=[C:4]([c:5]1[c:6]([O:13][CH2:14][CH3:15])[cH:7][c:8]([O:11][CH3:12])[cH:9][cH:10]1)[OH:16]. Starting materials: C[C@]1([C@@H](C1)C(C)C1=CC=CC=C1)CC=O (2-[(1R*,2S*)-1-methyl-2-(1-phenylethyl)cyclopropyl]acetaldehyde), COC1CCCC1 (cyclopentyl methyl ether), [BH4-].[Na+] (sodium borohydride), S(O)(O)(=O)=O (sulfuric acid). Run in CO (methanol). Conditions: temperature 20 celsius. Yields the product C[C@]1([C@@H](C1)C(C)C1=CC=CC=C1)CCO (2-[(1R*,2S*)-1-methyl-2-(1-phenylethyl)cyclopropyl]ethanol). The yield is 94.0%. As a reaction SMILES: [CH3:1][C@:2]1([CH2:13][CH:14]=[O:15])[CH2:4][C@H:3]1[CH:5]([C:7]1[CH:12]=[CH:11][CH:10]=[CH:9][CH:8]=1)[CH3:6].COC1CCCC1.[BH4-].[Na+].S(=O)(=O)(O)O>CO>[CH3:1][C@:2]1([CH2:13][CH2:14][OH:15])[CH2:4][C@H:3]1[CH:5]([C:7]1[CH:8]=[CH:9][CH:10]=[CH:11][CH:12]=1)[CH3:6] |f:2.3|. Reported procedure: under a nitrogen atmosphere, 2-[(1R*,2S*)-1-methyl-2-(1-phenylethyl)cyclopropyl]acetaldehyde (a diastereomer mixture with a component ratio of 1:2, 0.20 g, 0.99 mmol), cyclopentyl methyl ether (4 ml), and sodium borohydride (0.05 g, 1.3 mmol) were placed into a 30-ml flask equipped with a stirring apparatus, a dropping funnel, and a thermometer, and methanol (0.05 g) was added with stirring at 20° C., followed by stirring at the same temperature for 60 minutes. Next, a 5% aqueous sulfuric acid s... The reactants are Intermediate 26, CC=1C(=NC=C(C1)[N+](=O)[O-])OC1=CC(=CC=C1)CCC (3-methyl-5-nitro-2-{[3-(2-methylethyl)phenyl]oxy}-pyridine), CC=1C(=NC=C(C1)[N+](=O)[O-])OC1=CC(=CC=C1)CCC (3-methyl-5-nitro-2-{[3-(2-methylethyl)phenyl]oxy}-pyridine), CC=1C(=NC=C(C1)[N+](=O)[O-])OC1=CC(=CC=C1)OCC (3-methyl-5-nitro-2-{[3-(ethyloxy)phenyl]oxy}-pyridine), CC=1C(=NC=C(C1)[N+](=O)[O-])OC1=CC(=CC=C1)OCC (3-methyl-5-nitro-2-{[3-(ethyloxy)phenyl]oxy}-pyridine). Yields the product NC=1C=C(C(=NC1)OC1=CC(=CC=C1)OCC)C (5-amino-3-methyl-2-{[3-(ethyloxy)phenyl]oxy}-pyridine). As a reaction SMILES: CC1C(OC2C=CC=C(CCC)C=2)=NC=C([N+]([O-])=O)C=1.[CH3:21][C:22]1[C:23]([O:31][C:32]2[CH:37]=[CH:36][CH:35]=[C:34]([O:38][CH2:39][CH3:40])[CH:33]=2)=[N:24][CH:25]=[C:26]([N+:28]([O-])=O)[CH:27]=1>>[NH2:28][C:26]1[CH:27]=[C:22]([CH3:21])[C:23]([O:31][C:32]2[CH:37]=[CH:36][CH:35]=[C:34]([O:38][CH2:39][CH3:40])[CH:33]=2)=[N:24][CH:25]=1. Procedure details: The title compound was prepared in a similar way with respect to Intermediate 26 replacing 3-methyl-5-nitro-2-{[3-(2-methylethyl)phenyl]oxy}-pyridine (Intermediate 24) with 3-methyl-5-nitro-2-{[3-(ethyloxy)phenyl]oxy}-pyridine (Intermediate 25). Starting materials: C(CCC)OC(=O)C=1N=C(C2=CC=C(C=C2C1O)OC1=CC=C(C=C1)OCCC)C#N (1-cyano-4-hydroxy-6-(4-propoxy-phenoxy)-isoquinoline-3-carboxylic acid butyl ester), NCC(=O)O (glycine), C[O-].[Na+].CO (NaOMe MeOH). The product is C(#N)C1=NC(=C(C2=CC(=CC=C12)OC1=CC=C(C=C1)OCCC)O)C(=O)NCC(=O)O ({[1-Cyano-4-hydroxy-6-(4-propoxy-phenoxy)-isoquinoline-3-carbonyl]-amino}-acetic acid). Isolated yield 117.5%. As a reaction SMILES: C(O[C:6]([C:8]1[N:9]=[C:10]([C:30]#[N:31])[C:11]2[C:16]([C:17]=1[OH:18])=[CH:15][C:14]([O:19][C:20]1[CH:25]=[CH:24][C:23]([O:26][CH2:27][CH2:28][CH3:29])=[CH:22][CH:21]=1)=[CH:13][CH:12]=2)=[O:7])CCC.[NH2:32][CH2:33][C:34]([OH:36])=[O:35].C[O-].[Na+].CO>>[C:30]([C:10]1[C:11]2[C:16](=[CH:15][C:14]([O:19][C:20]3[CH:21]=[CH:22][C:23]([O:26][CH2:27][CH2:28][CH3:29])=[CH:24][CH:25]=3)=[CH:13][CH:12]=2)[C:17]([OH:18])=[C:8]([C:6]([NH:32][CH2:33][C:34]([OH:36])=[O:35])=[O:7])[N:9]=1)#[N:31] |f:2.3.4|. Procedure details: A mixture of 1-cyano-4-hydroxy-6-(4-propoxy-phenoxy)-isoquinoline-3-carboxylic acid butyl ester (200 mg, 0.422 mmol), glycine (633 mg, 8.43 mmol) and NaOMe/MeOH solution (12.7 mL, 6.33 mmol) was refluxed overnight. Then the mixture was concentrated in vacuo and the residue was dissolved in water. The solution was acidified with 2 M HCl to pH=3˜4. The resulting precipitate was collected by filtration, washed with water, and freeze-dried to give the title compound as a powder (209 mg); ESI MS (m/z... RXN SMILES: F[C:2]1[C:7]([C:8]([OH:10])=O)=[CH:6][CH:5]=[C:4]([F:11])[N:3]=1.Cl.[Cl:13][C:14]1[CH:15]=[C:16]([CH2:21][CH2:22][O:23][CH2:24][C:25]([NH2:27])=[NH:26])[CH:17]=[CH:18][C:19]=1[F:20]>>[Cl:13][C:14]1[CH:15]=[C:16]([CH2:21][CH2:22][O:23][CH2:24][C:25]2[NH:27][C:8](=[O:10])[C:7]3[CH:6]=[CH:5][C:4]([F:11])=[N:3][C:2]=3[N:26]=2)[CH:17]=[CH:18][C:19]=1[F:20] |f:1.2|. Reactants: FC1=NC(=CC=C1C(=O)O)F (2,6-difluoropyridine-3-carboxylic acid), Cl.ClC=1C=C(C=CC1F)CCOCC(=N)N (2-[2-(3-chloro-4-fluoro-phenyl)-ethoxy]-acetamidine hydrochloride). Product: ClC=1C=C(C=CC1F)CCOCC=1NC(C2=C(N1)N=C(C=C2)F)=O (2-[2-(3-Chloro-4-fluoro-phenyl)-ethoxymethyl]-7-fluoro-3H-pyrido[2,3-d]pyrimidin-4-one). Procedure details: The title compound was prepared in analogy to example 85 from 2,6-difluoropyridine-3-carboxylic acid and 2-[2-(3-chloro-4-fluoro-phenyl)-ethoxy]-acetamidine hydrochloride (example 82.2). Off-white solid. MS: m/e=352.2 [M+H+].